From a dataset of the Open Reaction Database (ORD), a public repository of structured organic reaction records. describe an organic reaction: reactants, conditions, products, and yield Reactants: ClC=1N=CC2=C(N(C3CCCC3C(N2)=O)C2CCCC2)N1 ((rac)-6-chloro-4-cyclopentyl-2,3,3a,4,9,10a-hexahydro-1H-4,5,7,9-tetraaza-benzo[f]azulen-10-one), CN(C=O)C (dimethylformamide), C([O-])([O-])=O.[Cs+].[Cs+] (cesium carbonate), IC (iodomethane). Product: ClC=1N=CC2=C(N(C3CCCC3C(N2C)=O)C2CCCC2)N1 ((rac)-6-chloro-4-cyclopentyl-9-methyl-2,3,3a,4,9,10a-hexahydro-1H-4,5,7,9-tetraazabenzo[f]azulen-10-one). Procedure details: To a mixture of 0.68 g (0.0022 mole) of (rac)-6-chloro-4-cyclopentyl-2,3,3a,4,9,10a-hexahydro-1H-4,5,7,9-tetraaza-benzo[f]azulen-10-one (VI-68), 20 mL of dimethylformamide and 1.83 g (0.0056 mole) of cesium carbonate was added 1.254 g (0.0088 mole) of iodomethane. The mixture was stirred for 20 minutes, then diluted with ethyl acetate and water. The water layer was extracted twice with ethyl acetate and the combined ethyl acetate layers washed successively with water, then brine, dried over anhy... Solvent: C(C)(=O)OCC (ethyl acetate), O (water). As a reaction SMILES: [Cl:1][C:2]1[N:3]=[CH:4][C:5]2[NH:14][C:13](=[O:15])[CH:12]3[CH:8]([CH2:9][CH2:10][CH2:11]3)[N:7]([CH:16]3[CH2:20][CH2:19][CH2:18][CH2:17]3)[C:6]=2[N:21]=1.[CH3:22]N(C)C=O.C(=O)([O-])[O-].[Cs+].[Cs+].IC>C(OCC)(=O)C.O>[Cl:1][C:2]1[N:3]=[CH:4][C:5]2[N:14]([CH3:22])[C:13](=[O:15])[CH:12]3[CH:8]([CH2:9][CH2:10][CH2:11]3)[N:7]([CH:16]3[CH2:20][CH2:19][CH2:18][CH2:17]3)[C:6]=2[N:21]=1 |f:2.3.4|. Reaction conditions: time 20 minute. Starting materials: CCOC(=O)CBr, CCOC(=O)CC1CCC(C)=CC1=O, CCCCC1=CC(=O)CCC1, C1CCOC1, CC(C)[N-]C(C)C, [Li+]. Product: CCCCC1=CC(=O)C(CC(=O)OCC)CC1. As a reaction SMILES: [Br:20][CH2:21][C:22](=[O:23])[O:24][CH2:25][CH3:26].[C:27]([CH2:28][CH:29]1[C:30](=[O:31])[CH:32]=[C:33]([CH3:34])[CH2:35][CH2:36]1)([O:37][CH2:38][CH3:39])=[O:40].[CH2:1]([CH2:2][CH2:3][CH3:4])[C:5]1=[CH:6][C:7](=[O:11])[CH2:8][CH2:9][CH2:10]1.[CH2:41]1[O:42][CH2:43][CH2:44][CH2:45]1.[CH:12]([N-:13][CH:14]([CH3:15])[CH3:16])([CH3:17])[CH3:18].[Li+:19]>>[CH2:1]([CH2:2][CH2:3][CH3:4])[C:5]1=[CH:6][C:7](=[O:11])[CH:8]([CH2:21][C:22](=[O:23])[O:24][CH2:25][CH3:26])[CH2:9][CH2:10]1. Reactants: Br, CC(=O)O, COc1ccc(-c2ccc([N+](=O)[O-])cc2)cc1. Product: O=[N+]([O-])c1ccc(-c2ccc(O)cc2)cc1. Reaction SMILES: [BrH:18].[CH3:19][C:20](=[O:21])[OH:22].[CH3:1][O:2][c:3]1[cH:4][cH:5][c:6](-[c:9]2[cH:10][cH:11][c:12]([N+:15](=[O:16])[O-:17])[cH:13][cH:14]2)[cH:7][cH:8]1>>[OH:2][c:3]1[cH:4][cH:5][c:6](-[c:9]2[cH:10][cH:11][c:12]([N+:15](=[O:16])[O-:17])[cH:13][cH:14]2)[cH:7][cH:8]1. The reactants are C(C)C(CC)(C1=CC(=C(C=C1)B1OC(C(O1)(C)C)(C)C)C)C1=CC(=C(OCC(C(C)(C)C)=O)C=C1)C (1-(4-{1-ethyl-1-[3-methyl-4-(4,4,5,5-tetramethyl-[1,3,2]dioxaborolan-2-yl)-phenyl]-propyl}-2-methyl-phenoxy)-3,3-dimethyl-butan-2-one), P(=O)([O-])([O-])[O-].[K+].[K+].[K+] (potassium phosphate), COC(CC=1C=NC=C(C1)Br)=O ((5-bromo-pyridin-3-yl)acetic acid methyl ester), tetrakistriphenylphosphine palladium. Run in CN(C=O)C (N,N-dimethylformamide). Conditions: temperature 140 celsius. Product: COC(CC=1C=NC=C(C1)C1=C(C=C(C=C1)C(CC)(CC)C1=CC(=C(C=C1)OCC(C(C)(C)C)=O)C)C)=O ([5-(4-{1-[4-(3,3-dimethyl-2-oxo-butoxy)-3-methyl-phenyl]-1-ethyl-propyl}-2-methyl-phenyl)-pyridin-3-yl]-acetic Acid Methyl Ester). The yield is 85.3%. RXN SMILES: [CH2:1]([C:3]([C:22]1[CH:35]=[CH:34][C:25]([O:26][CH2:27][C:28](=[O:33])[C:29]([CH3:32])([CH3:31])[CH3:30])=[C:24]([CH3:36])[CH:23]=1)([C:6]1[CH:11]=[CH:10][C:9](B2OC(C)(C)C(C)(C)O2)=[C:8]([CH3:21])[CH:7]=1)[CH2:4][CH3:5])[CH3:2].[CH3:37][O:38][C:39](=[O:48])[CH2:40][C:41]1[CH:42]=[N:43][CH:44]=[C:45](Br)[CH:46]=1.P([O-])([O-])([O-])=O.[K+].[K+].[K+]>CN(C)C=O>[CH3:37][O:38][C:39](=[O:48])[CH2:40][C:41]1[CH:42]=[N:43][CH:44]=[C:45]([C:9]2[CH:10]=[CH:11][C:6]([C:3]([C:22]3[CH:35]=[CH:34][C:25]([O:26][CH2:27][C:28](=[O:33])[C:29]([CH3:30])([CH3:31])[CH3:32])=[C:24]([CH3:36])[CH:23]=3)([CH2:1][CH3:2])[CH2:4][CH3:5])=[CH:7][C:8]=2[CH3:21])[CH:46]=1 |f:2.3.4.5|. Reported procedure: A solution of 1-(4-{1-ethyl-1-[3-methyl-4-(4,4,5,5-tetramethyl-[1,3,2]dioxaborolan-2-yl)-phenyl]-propyl}-2-methyl-phenoxy)-3,3-dimethyl-butan-2-one (Example 30-(2); 0.06 g, 0.12 mmol), (5-bromo-pyridin-3-yl)acetic acid methyl ester (Example 24-(2); 42.0 mg, 0.18 mmol), tetrakistriphenylphosphine palladium (19.6 mg, 0.017 mmol) and potassium phosphate (38.7 mg, 0.18 mmol) in N,N-dimethylformamide (0.3 mL) was stirred with microwave heating at 140° C. for 10 minutes. The reaction mixture was filte... Starting materials: ClC(Cl)Cl, O=C(Cl)C(Cl)CCl, Nc1ccc(Cl)cc1, c1ccncc1. Product: O=C(Nc1ccc(Cl)cc1)C(Cl)CCl. RXN SMILES: [CH:22]([Cl:23])([Cl:24])[Cl:25].[Cl:15][CH:16]([C:17](=[O:18])[Cl:19])[CH2:20][Cl:21].[NH2:1][c:2]1[cH:3][cH:4][c:5]([Cl:6])[cH:7][cH:8]1.[cH:9]1[cH:10][cH:11][n:12][cH:13][cH:14]1>>[NH:1]([c:2]1[cH:3][cH:4][c:5]([Cl:6])[cH:7][cH:8]1)[C:17]([CH:16]([Cl:15])[CH2:20][Cl:21])=[O:18]. Starting materials: Cl (hydrogen chloride), C(C)(C)(C)OC(=O)N1CCC2=C(CC1)N=NC(=C2)C2=CC=CC=C2 (3-phenyl-5,6,8,9-tetrahydro-1,2,7-triaza-benzocycloheptene-7-carboxylic acid tert-butyl ester), O1CCOCC1 (dioxane), O1CCOCC1 (dioxane). Product: Cl.CN1C(C=C2C(CCNCC2)=N1)=O (2-Methyl-2,5,6,7,8,9-hexahydro-1,2,7-triaza-benzocyclohepten-3-one hydrochloride). RXN SMILES: [ClH:1].C(OC([N:9]1[CH2:15][CH2:14][C:13]2[N:16]=[N:17][C:18](C3C=CC=CC=3)=C[C:12]=2[CH2:11][CH2:10]1)=O)(C)(C)C.[O:26]1[CH2:31][CH2:30]OCC1>>[ClH:1].[CH3:18][N:17]1[N:16]=[C:13]2[CH2:14][CH2:15][NH:9][CH2:10][CH2:11][C:12]2=[CH:30][C:31]1=[O:26] |f:3.4|. Reported procedure: 40 mL dioxane solution of hydrogen chloride was added to 5.5 g 3-phenyl-5,6,8,9-tetrahydro-1,2,7-triaza-benzocycloheptene-7-carboxylic acid tert-butyl ester in 40 mL dioxane at 5° C. The reaction was stirred over night. The solvent was removed and co-evaporated with ethyl acetate to yield 3.7 g of the desired product. (M+H)+: 180, Rt: 7.84 min (method AE) Starting materials: COc1cc(N2CCN(C(=O)Cn3nc(Br)c(Cl)c3C)C(C)C2)ccc1Cl, OB(O)c1ccc(F)cc1F. Product: COc1cc(N2CCN(C(=O)Cn3nc(-c4ccc(F)cc4F)c(Cl)c3C)C(C)C2)ccc1Cl. As a reaction SMILES: [Br:12][c:13]1[n:14][n:15]([CH2:20][C:21](=[O:22])[N:23]2[CH:24]([CH3:38])[CH2:25][N:26]([c:29]3[cH:30][c:31]([O:36][CH3:37])[c:32]([Cl:35])[cH:33][cH:34]3)[CH2:27][CH2:28]2)[c:16]([CH3:19])[c:17]1[Cl:18].[F:1][c:2]1[c:3]([B:9]([OH:10])[OH:11])[cH:4][cH:5][c:6]([F:8])[cH:7]1>>[F:1][c:2]1[c:3](-[c:13]2[n:14][n:15]([CH2:20][C:21](=[O:22])[N:23]3[CH:24]([CH3:38])[CH2:25][N:26]([c:29]4[cH:30][c:31]([O:36][CH3:37])[c:32]([Cl:35])[cH:33][cH:34]4)[CH2:27][CH2:28]3)[c:16]([CH3:19])[c:17]2[Cl:18])[cH:4][cH:5][c:6]([F:8])[cH:7]1. Starting materials: ClC=1C2=C(N=C(N1)N1CCOCC1)N(CC2)C2=CC=NC=C2 (4-chloro-2-morpholin-4-yl-7-pyridin-4-yl-6,7-dihydro-5H-pyrrolo[2,3-d]pyrimidine), COC1=CC=C(CN(C2=NC=C(C=N2)B2OC(C(O2)(C)C)(C)C)CC2=CC=C(C=C2)OC)C=C1 (bis-(4-methoxybenzyl)-[5-(4,4,5,5-tetramethyl-[1,3,2]dioxaborolan-2-yl)-pyrimidin-2-yl]amine), COC=1C=CC=C(C1C=2C=CC=CC2P(C3CCCCC3)C4CCCCC4)OC (S-Phos), P(=O)([O-])([O-])[O-].[K+].[K+].[K+] (potassium phosphate). The reagents and catalysts are C(C)(=O)[O-].[Pd+2].C(C)(=O)[O-] (palladium acetate). Run in CN(C=O)C (dimethylformamide). Reaction conditions: temperature 100 celsius, time 5 hour. The product is COC1=CC=C(CN(C2=NC=C(C=N2)C=2C3=C(N=C(N2)N2CCOCC2)N(CC3)C3=CC=NC=C3)CC3=CC=C(C=C3)OC)C=C1 (bis-(4-methoxy-benzyl)-[5-(2-morpholin-4-yl-7-pyridin-4-yl-6,7-dihydro-5H-pyrrolo[2,3-d]pyrimidin-4-yl)-pyrimidin-2-yl]-amine). Isolated yield 86.3%. Reaction SMILES: Cl[C:2]1[C:3]2[CH2:16][CH2:15][N:14]([C:17]3[CH:22]=[CH:21][N:20]=[CH:19][CH:18]=3)[C:4]=2[N:5]=[C:6]([N:8]2[CH2:13][CH2:12][O:11][CH2:10][CH2:9]2)[N:7]=1.[CH3:23][O:24][C:25]1[CH:56]=[CH:55][C:28]([CH2:29][N:30]([CH2:46][C:47]2[CH:52]=[CH:51][C:50]([O:53][CH3:54])=[CH:49][CH:48]=2)[C:31]2[N:36]=[CH:35][C:34](B3OC(C)(C)C(C)(C)O3)=[CH:33][N:32]=2)=[CH:27][CH:26]=1.COC1C=CC=C(OC)C=1C1C=CC=CC=1P(C1CCCCC1)C1CCCCC1.P([O-])([O-])([O-])=O.[K+].[K+].[K+]>C([O-])(=O)C.[Pd+2].C([O-])(=O)C.CN(C)C=O>[CH3:23][O:24][C:25]1[CH:26]=[CH:27][C:28]([CH2:29][N:30]([CH2:46][C:47]2[CH:48]=[CH:49][C:50]([O:53][CH3:54])=[CH:51][CH:52]=2)[C:31]2[N:36]=[CH:35][C:34]([C:2]3[C:3]4[CH2:16][CH2:15][N:14]([C:17]5[CH:22]=[CH:21][N:20]=[CH:19][CH:18]=5)[C:4]=4[N:5]=[C:6]([N:8]4[CH2:13][CH2:12][O:11][CH2:10][CH2:9]4)[N:7]=3)=[CH:33][N:32]=2)=[CH:55][CH:56]=1 |f:3.4.5.6,7.8.9|. Procedure: To 4-chloro-2-morpholin-4-yl-7-pyridin-4-yl-6,7-dihydro-5H-pyrrolo[2,3-d]pyrimidine (119 mg, 0.374 mmol) obtained from Step C, bis-(4-methoxybenzyl)-[5-(4,4,5,5-tetramethyl-[1,3,2]dioxaborolan-2-yl)-pyrimidin-2-yl]amine (207 mg, 0.449 mmol), palladium acetate (4.2 mg, 0.0187 mmol), S-Phos (15 mg, 0.0374 mmol) and potassium phosphate (159 mg, 0.748 mmol), dimethylformamide (3 ml) was added, followed by being degassed under ultrasonic irradiation. This was stirred at 100° C. for 5 hours, followed ... Reactants: O (water), FC1=C(C(=CC=C1)CC(=CC1=CC=CC=C1)[N+](=O)[O-])C (1-Fluoro-2-methyl-3-(2-nitro-3-phenyl-prop-2-en-1-yl)-benzene), [N+](#[C-])CC(=O)OCC (ethyl isocyanoacetate), C1CCC2=NCCCN2CC1 (DBU). Run in CC(OCC)=O (EA), C1CCOC1 (THF). Reaction conditions: time 18 hour. The product is C(C)OC(=O)C=1NC=C(C1C1=CC=CC=C1)CC1=C(C(=CC=C1)F)C (4-(3-Fluoro-2-methyl-benzyl)-3-phenyl-1H-pyrrole-2-carboxylic acid ethyl ester). The yield is 62.5%. Reaction SMILES: [F:1][C:2]1[CH:7]=[CH:6][CH:5]=[C:4]([CH2:8][C:9]([N+]([O-])=O)=[CH:10][C:11]2[CH:16]=[CH:15][CH:14]=[CH:13][CH:12]=2)[C:3]=1[CH3:20].[N+:21]([CH2:23][C:24]([O:26][CH2:27][CH3:28])=[O:25])#[C-:22].C1CCN2C(=NCCC2)CC1.O>C1COCC1.CC(=O)OCC>[CH2:27]([O:26][C:24]([C:23]1[NH:21][CH:22]=[C:9]([CH2:8][C:4]2[CH:5]=[CH:6][CH:7]=[C:2]([F:1])[C:3]=2[CH3:20])[C:10]=1[C:11]1[CH:16]=[CH:15][CH:14]=[CH:13][CH:12]=1)=[O:25])[CH3:28]. Procedure details: The compound of step 3 (21.45 g, 79.07 mmol) and ethyl isocyanoacetate (10.37 ml, 94.88 mmol) were dissolved in 225 ml of anhydrous THF under a nitrogen atmosphere at 5° C. and DBU (14.16 ml, 94.88 mmol) was added dropwise. The solution was stirred at room temperature for 18 h. Then 200 ml of water and 200 ml of EA were added. The organic phase was washed with 1 N hydrochloric acid (200 ml) and brine (150 ml), dried over magnesium sulfate, filtered and evaporated to dryness under reduced pressur...